Dataset: the Open Reaction Database (ORD), a public repository of structured organic reaction records. Task: describe an organic reaction: reactants, conditions, products, and yield The reactants are CCOC(=O)C(N)Cc1ccccc1, CC#N, CCOC(C)=O, CCCCCCN(CCCCCC)c1nc(Cl)nc(Cl)n1, Cl, [Na+], [Na+], O=C([O-])[O-], O. Yields the product CCCCCCN(CCCCCC)c1nc(Cl)nc(NC(Cc2ccccc2)C(=O)OCC)n1. RXN SMILES: [CH2:2]([CH3:3])[O:4][C:5]([CH:6]([NH2:7])[CH2:8][c:9]1[cH:10][cH:11][cH:12][cH:13][cH:14]1)=[O:15].[CH3:43][C:44]#[N:45].[CH3:46][CH2:47][O:48][C:49](=[O:50])[CH3:51].[Cl:16][c:17]1[n:18][c:19]([N:24]([CH2:25][CH2:26][CH2:27][CH2:28][CH2:29][CH3:30])[CH2:31][CH2:32][CH2:33][CH2:34][CH2:35][CH3:36])[n:20][c:21]([Cl:23])[n:22]1.[ClH:1].[Na+:37].[Na+:38].[O-:39][C:40](=[O:41])[O-:42].[OH2:52]>>[CH2:2]([CH3:3])[O:4][C:5]([CH:6]([NH:7][c:21]1[n:20][c:19]([N:24]([CH2:25][CH2:26][CH2:27][CH2:28][CH2:29][CH3:30])[CH2:31][CH2:32][CH2:33][CH2:34][CH2:35][CH3:36])[n:18][c:17]([Cl:16])[n:22]1)[CH2:8][c:9]1[cH:10][cH:11][cH:12][cH:13][cH:14]1)=[O:15].